From a dataset of the Open Reaction Database (ORD), a public repository of structured organic reaction records. describe an organic reaction: reactants, conditions, products, and yield The reactants are Cl (HCl), FC(C(=O)N1CCC(CC1)C1=C(C=CC=C1)OC)(F)F (2,2,2-trifluoro-1-[4-(2-methoxyphenyl)piperidin-1-yl] ethanone), ClC1=CC=C(C=C1)S(=O)(=O)Cl (4-chlorobenzenesulfonyl chloride), [Cl-].[Al+3].[Cl-].[Cl-] (aluminum chloride). Solvent: ClCCCl (1,2-dichloroethane). Product: ClC1=CC=C(C=C1)S(=O)(=O)C=1C=CC(=C(C1)C1CCN(CC1)C(C(F)(F)F)=O)OC (1-{4-[5-(4-chloro-benzenesulfonyl)2-methoxyphenyl]piperidin-1-yl}2,2,2-trifluoro-ethanone). RXN SMILES: [F:1][C:2]([F:20])([F:19])[C:3]([N:5]1[CH2:10][CH2:9][CH:8]([C:11]2[CH:16]=[CH:15][CH:14]=[CH:13][C:12]=2[O:17][CH3:18])[CH2:7][CH2:6]1)=[O:4].[Cl:21][C:22]1[CH:27]=[CH:26][C:25]([S:28](Cl)(=[O:30])=[O:29])=[CH:24][CH:23]=1.[Cl-].[Al+3].[Cl-].[Cl-].Cl>ClCCCl>[Cl:21][C:22]1[CH:27]=[CH:26][C:25]([S:28]([C:15]2[CH:14]=[CH:13][C:12]([O:17][CH3:18])=[C:11]([CH:8]3[CH2:9][CH2:10][N:5]([C:3](=[O:4])[C:2]([F:1])([F:19])[F:20])[CH2:6][CH2:7]3)[CH:16]=2)(=[O:30])=[O:29])=[CH:24][CH:23]=1 |f:2.3.4.5|. Procedure details: To a solution of 2,2,2-trifluoro-1-[4-(2-methoxyphenyl)piperidin-1-yl] ethanone (0.285 g; 1 mmol), prepared as in Example 1 Step 1, and 4-chlorobenzenesulfonyl chloride (0.210 g; 1 mmol) in 1,2-dichloroethane (2 mL) at 0° C. under nitrogen atmosphere was added, in small portions, aluminum chloride (0.134 g; 1 mmol), and the mixture was refluxed for 18 h. After cooling to 0° C. a solution of 2N HCl (2 mL) was added and the mixture was extracted into dichloromethane (20 mL). The organic phase was ...